Dataset: the Open Reaction Database (ORD), a public repository of structured organic reaction records. Task: describe an organic reaction: reactants, conditions, products, and yield Starting materials: COC(=O)c1c(CCNc2ccc(C(C)(C)C)cc2)cccc1[N+](=O)[O-], Cl, C1COCCO1. Yields the product CC(C)(C)c1ccc(N2CCc3cccc([N+](=O)[O-])c3C2=O)cc1. RXN SMILES: [CH3:1][O:2][C:3]([c:4]1[c:5]([CH2:13][CH2:14][NH:15][c:16]2[cH:17][cH:18][c:19]([C:22]([CH3:23])([CH3:24])[CH3:25])[cH:20][cH:21]2)[cH:6][cH:7][cH:8][c:9]1[N+:10](=[O:11])[O-:12])=[O:26].[ClH:27].[O:28]1[CH2:29][CH2:30][O:31][CH2:32][CH2:33]1>>[O:2]=[C:3]1[c:4]2[c:5]([cH:6][cH:7][cH:8][c:9]2[N+:10](=[O:11])[O-:12])[CH2:13][CH2:14][N:15]1[c:16]1[cH:17][cH:18][c:19]([C:22]([CH3:23])([CH3:24])[CH3:25])[cH:20][cH:21]1. Reactants: oil, ClC1=C(C=CC=C1Cl)C=1C=C2CCCN3C2=C(C1)[C@H]1[C@@H]3CCNC1 ((7aS,11aR)-2-(2,3-dichlorophenyl)-5,6,7a,8,9,10,11,11a-octahydro-4H-pyrido[3′,4′:4,5]pyrrolo[3,2,1-ij]quinoline), N (NH3). Product: C(CCC)N1C[C@@H]2[C@@H](N3CCCC4=CC(=CC2=C34)C3=C(C(=CC=C3)Cl)Cl)CC1 ((7aS,11aR)-10-butyl-2-(2,3-dichlorophenyl)-5,6,7a,8,9,10,11,11a-octahydro-4H-pyrido[3′,4′:4,5]pyrrolo[3,2,1-ij]quinoline). As a reaction SMILES: [Cl:1][C:2]1[C:7]([Cl:8])=[CH:6][CH:5]=[CH:4][C:3]=1[C:9]1[CH:10]=[C:11]2[C:16]3=[C:17]([C@@H:19]4[CH2:24][NH:23][CH2:22][CH2:21][C@@H:20]4[N:15]3[CH2:14][CH2:13][CH2:12]2)[CH:18]=1.N>>[CH2:7]([N:23]1[CH2:22][CH2:21][C@@H:20]2[N:15]3[C:16]4[C:11](=[CH:10][C:9]([C:3]5[CH:4]=[CH:5][CH:6]=[C:7]([Cl:8])[C:2]=5[Cl:1])=[CH:18][C:17]=4[C@@H:19]2[CH2:24]1)[CH2:12][CH2:13][CH2:14]3)[CH2:2][CH2:3][CH3:4]. Procedure: The title compound was prepared by the method of Example 382 as a yellow oil (23 mg, 62%) from (7aS,11aR)-2-(2,3-dichlorophenyl)-5,6,7a,8,9,10,11,11a-octahydro-4H-pyrido[3′,4′:4,5]pyrrolo[3,2,1-ij]quinoline (30 mg, 0.083 mmol). The title compound was spectroscopically identical to Example 384. MS (CI, NH3): 415.1 (base, M+H). Reactants: CC(=O)O, C1CNC1, CN(C)N=C1C=CC(NC(=O)C(NC(=O)Nc2ccc(Cl)cc2)c2ccccc2)=C(F)C1. Yields the product O=C(Nc1ccc(Cl)cc1)NC(C(=O)NC1=C(F)CC(=NN2CCC2)C=C1)c1ccccc1. As a reaction SMILES: [C:37]([OH:38])(=[O:39])[CH3:40].[CH2:33]1[CH2:34][NH:35][CH2:36]1.[CH3:1][N:2]([CH3:3])[N:4]=[C:5]1[CH2:6][C:7]([F:32])=[C:8]([NH:11][C:12]([CH:13]([NH:14][C:15](=[O:16])[NH:17][c:18]2[cH:19][cH:20][c:21]([Cl:24])[cH:22][cH:23]2)[c:25]2[cH:26][cH:27][cH:28][cH:29][cH:30]2)=[O:31])[CH:9]=[CH:10]1>>[CH2:1]1[N:2]([N:4]=[C:5]2[CH2:6][C:7]([F:32])=[C:8]([NH:11][C:12]([CH:13]([NH:14][C:15](=[O:16])[NH:17][c:18]3[cH:19][cH:20][c:21]([Cl:24])[cH:22][cH:23]3)[c:25]3[cH:26][cH:27][cH:28][cH:29][cH:30]3)=[O:31])[CH:9]=[CH:10]2)[CH2:3][CH2:33]1. Reactants: FC(COC=1C=C(S(=O)(=O)[O-])C=CC1C)(C(F)F)F (3-(2,2,3,3-tetrafluoropropoxy)tosylate), ice water, OC=1C=C(C=O)C=CC1 (3-hydroxybenzaldehyde), C([O-])([O-])=O.[K+].[K+] (potassium carbonate). Solvent: CN(C=O)C (dimethylformamide). Run at temperature 92 celsius, time 22 hour. The product is FC(COC=1C=C(C=O)C=CC1)(C(F)F)F (3-(2,2,3,3-Tetrafluoropropoxy)benzaldehyde). RXN SMILES: [F:1][C:2]([F:19])([CH:16]([F:18])[F:17])[CH2:3][O:4][C:5]1[CH:6]=[C:7]([CH:12]=[CH:13][C:14]=1C)S([O-])(=O)=O.[OH:20][C:21]1C=C(C=CC=1)C=O.C(=O)([O-])[O-].[K+].[K+]>CN(C)C=O>[F:19][C:2]([F:1])([CH:16]([F:17])[F:18])[CH2:3][O:4][C:5]1[CH:6]=[C:7]([CH:12]=[CH:13][CH:14]=1)[CH:21]=[O:20] |f:2.3.4|. Procedure: Combine 3-(2,2,3,3-tetrafluoropropoxy)tosylate (200 g, 0.664 mol), 3-hydroxybenzaldehyde (101.7 g, 0.833 mol), dimethylformamide (1.5 L) and powdered potassium carbonate (192 g). Heat under stirring at 92° C. for about 22 h. Cool the reaction mixture to 40° C., pour over ice-water and extract with ethyl acetate. Combine organic phases, wash with 1 N sodium hydroxide (1 L and 0.5 L) and then a solution of saturated sodium hydrogen carbonate, dry over magnesium sulfate, filter, evaporate to drynes...